describe an organic reaction: reactants, conditions, products, and yield From a dataset of the Open Reaction Database (ORD), a public repository of structured organic reaction records. The reactants are C1CCOC1, C[Si](C)(C)[N-][Si](C)(C)C, O=C1Cc2c(Cl)ncnc2N1, ICCCCI, [Li+]. Product: O=C1Nc2ncnc(Cl)c2C12CCCC2. Reaction SMILES: [CH2:28]1[O:29][CH2:30][CH2:31][CH2:32]1.[CH3:12][Si:13]([CH3:14])([CH3:15])[N-:16][Si:17]([CH3:18])([CH3:19])[CH3:20].[Cl:1][c:2]1[c:3]2[c:4]([n:5][cH:6][n:7]1)[NH:8][C:9](=[O:11])[CH2:10]2.[I:22][CH2:23][CH2:24][CH2:25][CH2:26][I:27].[Li+:21]>>[Cl:1][c:2]1[c:3]2[c:4]([n:5][cH:6][n:7]1)[NH:8][C:9](=[O:11])[C:10]21[CH2:23][CH2:24][CH2:25][CH2:26]1. Reactants: OS(=O)(=O)C(F)(F)F.N1=CC=NC=C1 (pyrazine triflate), N1=C(N=CC=C1)N1CCNCC1 (1-(2-pyrimidyl)piperazine), amine, FC(S(=O)(=O)O)(F)F (trifluoromethane sulfonic acid), CC=1C(NC=C(N1)C1=CC=CC=C1)=O (3-methyl-5-phenylpyrazine-2(1H)-one), N1=C(N=CC=C1)N1CCNCC1 (1-(2-pyrimidyl)piperazine), [O-]S(=O)(=O)C(F)(F)F (triflate). Reagents/catalysts: CN(C)C=1C=CN=CC1 (DMAP). The solvent is C(Cl)Cl (methylene chloride), C(C)(=O)OCC (ethyl acetate), N1=CC=CC=C1 (pyridine), N1=CC=CC=C1 (Pyridine), ClCCl (dichloromethane). Conditions: temperature 0 celsius, time 15 minute. Product: CC=1C(=NC=C(N1)C1=CC=CC=C1)N1CCN(CC1)C1=NC=CC=N1 (2-(4-(3-methyl-5-phenylpyrazin-2-yl)piperazin-1-yl)pyrimidine). The yield is 63.0%. As a reaction SMILES: OS(C(F)(F)F)(=O)=O.N1C=CN=CC=1.[N:15]1[CH:20]=[CH:19][CH:18]=[N:17][C:16]=1[N:21]1[CH2:26][CH2:25][NH:24][CH2:23][CH2:22]1.[CH3:27][C:28]1[C:29](=O)[NH:30][CH:31]=[C:32]([C:34]2[CH:39]=[CH:38][CH:37]=[CH:36][CH:35]=2)[N:33]=1.FC(F)(F)S(O)(=O)=O.[O-]S(C(F)(F)F)(=O)=O>CN(C1C=CN=CC=1)C.N1C=CC=CC=1.C(Cl)Cl.C(OCC)(=O)C>[CH3:27][C:28]1[C:29]([N:24]2[CH2:25][CH2:26][N:21]([C:16]3[N:17]=[CH:18][CH:19]=[CH:20][N:15]=3)[CH2:22][CH2:23]2)=[N:30][CH:31]=[C:32]([C:34]2[CH:35]=[CH:36][CH:37]=[CH:38][CH:39]=2)[N:33]=1 |f:0.1|. Reported procedure: This compound was prepared via the pyrazine triflate with 1-(2-pyrimidyl)piperazine as the amine following the procedure of Adams et al (Synlett 2004, 11, 2031-2033). Pyridine was used as an anhydrous reagent kept under argon in a sure-seal bottle (Aldrich). The compound 24 (100 mg, 0.52 nmol) and DMAP (65.7, 0.52 mmol) were dissolved in pyridine and methylene chloride (0.5:4 ml v/v), and cooled to 0° C. The trifluoromethane sulfonic acid (0.8 mmol, 135.5 μL) was added dropwise and stirred for 1... The reactants are C(C)(C)(C)OC(CC=1C(=NN(C1CC)CC1=CC=C(C=C1)N)CC)=O ([1-(4-amino-benzyl)-3,5-diethyl-1H-pyrazol-4-yl]-acetic acid tert-butyl ester), tert-butyl ester, C(N)([O-])=O (carbamate). The product is C(C1=CC=CC=C1)OC(=O)NC1=CC=C(CN2N=C(C(=C2CC)CC(=O)O)CC)C=C1 ([1-(4-Benzyloxycarbonylamino-benzyl)-3,5-diethyl-1H-pyrazol-4-yl]-acetic acid). Reaction SMILES: C([O:5][C:6](=[O:25])[CH2:7][C:8]1[C:9]([CH2:23][CH3:24])=[N:10][N:11]([CH2:15][C:16]2[CH:21]=[CH:20][C:19]([NH2:22])=[CH:18][CH:17]=2)[C:12]=1[CH2:13][CH3:14])(C)(C)C.[C:26](=[O:29])([O-:28])N>>[CH2:15]([O:28][C:26]([NH:22][C:19]1[CH:18]=[CH:17][C:16]([CH2:15][N:11]2[C:12]([CH2:13][CH3:14])=[C:8]([CH2:7][C:6]([OH:5])=[O:25])[C:9]([CH2:23][CH3:24])=[N:10]2)=[CH:21][CH:20]=1)=[O:29])[C:16]1[CH:21]=[CH:20][CH:19]=[CH:18][CH:17]=1. Procedure: Example 3.3 was prepared according to the method described for method 3.1, employing intermediate 2.1.2 instead of intermediate 1.1.3 in the carbamate formation step. The subsequent cleavage of the tert-butyl ester was performed under acidic conditions as described for example 2.1. The reactants are O(C1=CC=CC=C1)C=1C=C(CCl)C=CC1 (m-phenoxy-benzyl chloride), C(C)O (ethyl alcohol), [C-]#N.[Na+] (sodium cyanide). Solvent: O (water), O (water). The product is O(C1=CC=CC=C1)C=1C=C(CC#N)C=CC1 (m-phenoxy-benzyl cyanide). Isolated yield 91.0%. As a reaction SMILES: [O:1]([C:8]1[CH:9]=[C:10]([CH:13]=[CH:14][CH:15]=1)[CH2:11]Cl)[C:2]1[CH:7]=[CH:6][CH:5]=[CH:4][CH:3]=1.C(O)C.[C-:19]#[N:20].[Na+]>O>[O:1]([C:8]1[CH:9]=[C:10]([CH:13]=[CH:14][CH:15]=1)[CH2:11][C:19]#[N:20])[C:2]1[CH:7]=[CH:6][CH:5]=[CH:4][CH:3]=1 |f:2.3|. Reported procedure: To a solution of 218 g. m-phenoxy-benzyl chloride in 850 ml. of 96% ethyl alcohol a solution of 57.8 g. of sodium cyanide in 100 ml. of water is added at once. The reaction mixture is boiled under stirring until the starting material cannot be detected anymore by thin layer chromatography. When the reaction is completed the reaction mixture is poured into 1 liter of water and the separating oil is extracted with 3×500 ml. of benzene. The combined benzene solutions are washed with 1 liter of wate... Starting materials: ClCCl, ClC(Cl)Cl, O=C(OO)c1cccc(Cl)c1, O=c1cc(-c2ccoc2)c2ccc(Sc3cc(F)cc(-c4ccccc4)c3)cc2o1. Product: O=c1cc(-c2ccoc2)c2ccc(S(=O)c3cc(F)cc(-c4ccccc4)c3)cc2o1. Reaction SMILES: [Cl:42][CH2:43][Cl:44].[Cl:45][CH:46]([Cl:47])[Cl:48].[OH:31][O:32][C:33]([c:34]1[cH:35][c:36]([Cl:37])[cH:38][cH:39][cH:40]1)=[O:41].[o:1]1[cH:2][c:3](-[c:6]2[cH:7][c:8](=[O:30])[o:9][c:10]3[cH:11][c:12]([S:16][c:17]4[cH:18][c:19]([F:29])[cH:20][c:21](-[c:23]5[cH:24][cH:25][cH:26][cH:27][cH:28]5)[cH:22]4)[cH:13][cH:14][c:15]23)[cH:4][cH:5]1>>[o:1]1[cH:2][c:3](-[c:6]2[cH:7][c:8](=[O:30])[o:9][c:10]3[cH:11][c:12]([S:16]([c:17]4[cH:18][c:19]([F:29])[cH:20][c:21](-[c:23]5[cH:24][cH:25][cH:26][cH:27][cH:28]5)[cH:22]4)=[O:31])[cH:13][cH:14][c:15]23)[cH:4][cH:5]1. The reactants are C(=O)=O (CO2), N1CCCCC1 (piperidine), ClC1=C(C=O)C=C(C=C1)[N+](=O)[O-] (2-chloro-5-nitrobenzaldehyde), C(CC(=O)O)(=O)O (malonic acid), Cl (HCl). Run in N1=CC=CC=C1 (pyridine). Yields the product ClC1=C(C=CC(=O)O)C=C(C=C1)[N+](=O)[O-] (2-Chloro-5-nitrocinnamic acid). Reaction SMILES: N1CCCCC1.[Cl:7][C:8]1[CH:15]=[CH:14][C:13]([N+:16]([O-:18])=[O:17])=[CH:12][C:9]=1[CH:10]=O.C(O)(=O)[CH2:20][C:21]([OH:23])=[O:22].C(=O)=O.Cl>N1C=CC=CC=1>[Cl:7][C:8]1[CH:15]=[CH:14][C:13]([N+:16]([O-:18])=[O:17])=[CH:12][C:9]=1[CH:10]=[CH:20][C:21]([OH:23])=[O:22]. Procedure: 8.5 g of piperidine were added to 185.5 g (1 mole) of 2-chloro-5-nitrobenzaldehyde and 125 g (1.2 moles) of malonic acid in 400 ml of pyridine, and the mixture was stirred at 110° C. until the evolution of CO2 was complete (about 3 hours). The reaction mixture was then poured on to a mixture of 1 1 of ice and 350 ml of concentrated HCl, a yellow solid being precipitated. The product was filtered off under suction, washed with water and dried to give 220 g (97% of theory) of the above compound of...